This data is from the Open Reaction Database (ORD), a public repository of structured organic reaction records. The task is: describe an organic reaction: reactants, conditions, products, and yield The reactants are Br.BrC(C)C=1OC(C2=CC=CC=C2C1C=1SC(=CC1)CN1CCOCC1)=O (3-(1-Bromoethyl)-4-(5-(morpholinomethyl)thiophen-2-yl)-1H-isochromen-1-one hydrobromide), C(C)(C)(C)OC(=O)N(C1=C2NC=NC2=NC=N1)C(=O)OC(C)(C)C (N6,N6-bis(tert-Butoxycarbonyl)-adenine), C(=O)([O-])[O-].[K+].[K+] (K2CO3). Solvent: CN(C)C=O (DMF). The product is Phase B, NC1=C2N=CN(C2=NC=N1)C(C)C=1OC(C2=CC=CC=C2C1C=1SC(=CC1)CN1CCOCC1)=O (3-(1-(6-amino-9H-purin-9-yl)ethyl)-4-(5-(morpholinomethyl)thiophen-2-yl)-1H-isochromen-1-one). Isolated yield 45.3%. RXN SMILES: Br.Br[CH:3]([C:5]1[O:6][C:7](=[O:27])[C:8]2[C:13]([C:14]=1[C:15]1[S:16][C:17]([CH2:20][N:21]3[CH2:26][CH2:25][O:24][CH2:23][CH2:22]3)=[CH:18][CH:19]=1)=[CH:12][CH:11]=[CH:10][CH:9]=2)[CH3:4].C(OC([N:35](C(OC(C)(C)C)=O)[C:36]1[N:44]=[CH:43][N:42]=[C:41]2[C:37]=1[NH:38][CH:39]=[N:40]2)=O)(C)(C)C.C([O-])([O-])=O.[K+].[K+]>CN(C=O)C>[NH2:35][C:36]1[N:44]=[CH:43][N:42]=[C:41]2[C:37]=1[N:38]=[CH:39][N:40]2[CH:3]([C:5]1[O:6][C:7](=[O:27])[C:8]2[C:13]([C:14]=1[C:15]1[S:16][C:17]([CH2:20][N:21]3[CH2:26][CH2:25][O:24][CH2:23][CH2:22]3)=[CH:18][CH:19]=1)=[CH:12][CH:11]=[CH:10][CH:9]=2)[CH3:4] |f:0.1,3.4.5|. Procedure: 3-(1-Bromoethyl)-4-(5-(morpholinomethyl)thiophen-2-yl)-1H-isochromen-1-one hydrobromide (intermediate C16, 52 mg, 0.113 mmol), N6,N6-bis(tert-Butoxycarbonyl)-adenine (74.1 mg, 0.221 mmol), K2CO3 (30.5 mg, 0.221 mmol) were reacted in DMF (0.5 ml) at 80° C. The crude was purified via reverse phase chromatography with a Biotage C18 30 g SNAP column (Phase A, water 95%, ACN 5%, formic acid 0.1%); Phase B ACN 95%, water 5%, formic acid 0.1%) and recovered material was then treated with HCl 37% before... Starting materials: O=C(c1ncc[nH]1)c1ncc[nH]1, CCS(=O)(=O)c1cc2c(c(C(=O)O)c1)OCCO2, CCN1CCCC1CN, C1CCOC1. The product is CCN1CCCC1CNC(=O)c1cc(S(=O)(=O)CC)cc2c1OCCO2. As a reaction SMILES: [C:19]([c:20]1[nH:21][cH:22][cH:23][n:24]1)([c:25]1[nH:26][cH:27][cH:28][n:29]1)=[O:30].[CH2:1]([CH3:2])[S:3](=[O:4])(=[O:5])[c:6]1[cH:7][c:8]([C:16](=[O:17])[OH:18])[c:9]2[c:10]([cH:15]1)[O:11][CH2:12][CH2:13][O:14]2.[CH2:31]([CH3:32])[N:33]1[CH:34]([CH2:38][NH2:39])[CH2:35][CH2:36][CH2:37]1.[O:40]1[CH2:41][CH2:42][CH2:43][CH2:44]1>>[CH2:1]([CH3:2])[S:3](=[O:4])(=[O:5])[c:6]1[cH:7][c:8]([C:16](=[O:18])[NH:39][CH2:38][CH:34]2[N:33]([CH2:31][CH3:32])[CH2:37][CH2:36][CH2:35]2)[c:9]2[c:10]([cH:15]1)[O:11][CH2:12][CH2:13][O:14]2.